From a dataset of the Open Reaction Database (ORD), a public repository of structured organic reaction records. describe an organic reaction: reactants, conditions, products, and yield As a reaction SMILES: [CH3:1][O:2][Si:3]([CH2:6][CH2:7][CH2:8]Cl)([CH3:5])[CH3:4].[CH3:10][NH:11][CH2:12][CH2:13][N:14]([CH3:16])[CH3:15]>CO>[CH3:1][O:2][Si:3]([CH2:6][CH2:7][CH2:8][N:11]([CH2:12][CH2:13][N:14]([CH3:16])[CH3:15])[CH3:10])([CH3:5])[CH3:4]. Reactants: CO[Si](C)(C)CCCCl (CH3OSi(CH3)2(CH2)3Cl), CNCCN(C)C (CH3NHCH2CH2N(CH3)2). Procedure: Under Ar, a solution of CH3OSi(CH3)2(CH2)3Cl (10.0 g, 59.3 mmol), CH3NHCH2CH2N(CH3)2 (10.0 g, 98.2 mmol) and methanol (5.0 mL) is refluxed for 22 h and then concentrated with a rotary evaporator (about 10 Torr, about 45 ° C.). The concentrate is diluted with ether (50 mL) and filtered. The solid is washed with ether (50 mL), the washings and the filtrate are combined, and the resulting solution is concentrated with a rotary evaporator (about 60 Torr, about 30 ° C.). The concentrate is filtered a... Solvent: CO (methanol). The product is CO[Si](C)(C)CCCN(C)CCN(C)C (CH3OSi(CH3)2(CH2)3N(CH3)(CH2)2N(CH3)2).